Dataset: the Open Reaction Database (ORD), a public repository of structured organic reaction records. Task: describe an organic reaction: reactants, conditions, products, and yield The reactants are ClC=1C=C(C(=O)O)C=CC1C(=O)N1CC=CC1 (3-chloro-4-(2,5-dihydropyrrol-1-ylcarbonyl)benzoic acid), CN(C)C(=[N+](C)C)ON1C2=C(C=CC=C2)N=N1.[B-](F)(F)(F)F (TBTU), C(C)(C)N(CC)C(C)C (diisopropylethylamine), ClC1=CC2=C(NC(=N2)[C@H]([C@@H](C)OC)N)C=C1 ((1R,2R)-1-(5-chloro-1H-benzimidazol-2-yl)-2-methoxypropylamine), ClCl (chlorine), C23H22Cl2N4O3, ClCl (chlorine). Run in O1CCCC1 (tetrahydrofuran), ClCCl.C(C)O (dichloromethane ethanol). Yields the product ClC=1C=C(C(=O)N[C@@H]([C@@H](C)OC)C2=NC3=C(N2)C=CC(=C3)Cl)C=CC1C(=O)N1CC=CC1 (3-chloro-N-[(1R,2R)-1-(5-chloro-1H-benzimidazol-2-yl)-2-methoxypropyl]-4-(2,5-dihydropyrrol-1-ylcarbonyl)benzamide). Yield: 72.0%. As a reaction SMILES: [Cl:1][C:2]1[CH:3]=[C:4]([CH:8]=[CH:9][C:10]=1[C:11]([N:13]1[CH2:17][CH:16]=[CH:15][CH2:14]1)=[O:12])[C:5]([OH:7])=O.CN(C(ON1N=NC2C=CC=CC1=2)=[N+](C)C)C.[B-](F)(F)(F)F.C(N(C(C)C)CC)(C)C.[Cl:49][C:50]1[CH:64]=[CH:63][C:53]2[NH:54][C:55]([C@@H:57]([NH2:62])[C@H:58]([O:60][CH3:61])[CH3:59])=[N:56][C:52]=2[CH:51]=1.ClCl>O1CCCC1.ClCCl.C(O)C>[Cl:1][C:2]1[CH:3]=[C:4]([CH:8]=[CH:9][C:10]=1[C:11]([N:13]1[CH2:17][CH:16]=[CH:15][CH2:14]1)=[O:12])[C:5]([NH:62][C@H:57]([C:55]1[NH:54][C:53]2[CH:63]=[CH:64][C:50]([Cl:49])=[CH:51][C:52]=2[N:56]=1)[C@H:58]([O:60][CH3:61])[CH3:59])=[O:7] |f:1.2,7.8|. Reported procedure: Prepared analogously to Example 1g from 3-chloro-4-(2,5-dihydropyrrol-1-ylcarbonyl)benzoic acid, TBTU, diisopropylethylamine and (1R,2R)-1-(5-chloro-1H-benzimidazol-2-yl)-2-methoxypropylamine in tetrahydrofuran. Yield: 72%; Rf value: 0.56 (silica gel: dichloromethane/ethanol=9:1); C23H22Cl2N4O3 (473.358); mass spectrum: (M+H)+=473/475/479 (chlorine isotope) and (M−H)−=471/473/475 (chlorine isotope).